Dataset: the Open Reaction Database (ORD), a public repository of structured organic reaction records. Task: describe an organic reaction: reactants, conditions, products, and yield Starting materials: [OH-].[Na+] (sodium hydroxide), C(=O)(OCC)C1C(NNC(=C1)C=1C=C2CC(CC2=CC1)NS(=O)(=O)C1=CC=C(C=C1)C)=O (4-carbethoxy-6-(2-p-toluenesulfonamido-indan-5-yl)-dihydro-pyridazin-3(2H)-one). Run in O (water), C(C)O (ethanol). Product: C1(=CC=C(C=C1)S(=O)(=O)NC1CC2=CC=C(C=C2C1)C=1CCC(NN1)=O)C (6-(2-p-Toluenesulphonamido-indan-5-yl)-4,5-dihydropyridazin-3(2H)-one). As a reaction SMILES: [OH-].[Na+].C([CH:8]1[CH:13]=[C:12]([C:14]2[CH:15]=[C:16]3[C:20](=[CH:21][CH:22]=2)[CH2:19][CH:18]([NH:23][S:24]([C:27]2[CH:32]=[CH:31][C:30]([CH3:33])=[CH:29][CH:28]=2)(=[O:26])=[O:25])[CH2:17]3)[NH:11][NH:10][C:9]1=[O:34])(OCC)=O>O.C(O)C>[C:30]1([CH3:33])[CH:31]=[CH:32][C:27]([S:24]([NH:23][CH:18]2[CH2:17][C:16]3[C:20](=[CH:21][CH:22]=[C:14]([C:12]4[CH2:13][CH2:8][C:9](=[O:34])[NH:10][N:11]=4)[CH:15]=3)[CH2:19]2)(=[O:26])=[O:25])=[CH:28][CH:29]=1 |f:0.1|. Procedure details: 600 mg (15 mmol) of sodium hydroxide in 2 ml of water are added to 2.3 g (5 mmol) of 4-carbethoxy-6-(2-p-toluenesulfonamido-indan-5-yl)-dihydro-pyridazin-3(2H)-one in 40 ml of ethanol, and the mixture is stirred over night in order to achieve hydrolysis. The reaction product which is precipitated on acidifying is filtered off with suction and heated in glacial acetic acid for 10 minutes at the boil. The desired compound crystallises out on cooling. Starting materials: C(C1=CC=CC=C1)(=O)C=CC(=O)OC (methyl 3-benzoylacrylate), C(C)(=S)O (thioacetic acid). Solvent: C(C)OCC (diethyl ether). Run at time 5 hour. The product is C(C)(=O)SC(C(=O)OC)CC(C1=CC=CC=C1)=O (methyl 2-acetylthio-3-benzoylpropionate). As a reaction SMILES: [C:1]([CH:9]=[CH:10][C:11]([O:13][CH3:14])=[O:12])(=[O:8])[C:2]1[CH:7]=[CH:6][CH:5]=[CH:4][CH:3]=1.[C:15]([OH:18])(=[S:17])[CH3:16]>C(OCC)C>[C:15]([S:17][CH:10]([CH2:9][C:1](=[O:8])[C:2]1[CH:7]=[CH:6][CH:5]=[CH:4][CH:3]=1)[C:11]([O:13][CH3:14])=[O:12])(=[O:18])[CH3:16]. Procedure: 1.90 g of methyl 3-benzoylacrylate was dissolved in 30 ml of diethyl ether, and 0.8 ml of thioacetic acid was added thereto. The mixture was stirred for 5 hours at room temperature. The reaction solution was washed, in turn, with water, a saturated aqueous solution of sodium hydrogencarbonate and water, and dried over magnesium sulfate. The diethyl ether was removed from the solution by evaporation, and the residue was purified by silica gel column chromatography using a mixture of hexane and di... The reactants are C(CCC)[Li] (n-butyllithium), CCOC(=O)C(F)P(=O)(OCC)OCC (triethyl-2-fluoro-2-phosphonoacetate), C(C)C1=CC(OC2=CC(=C(C=C12)C(C)=O)OC)(C)C (1-(4-ethyl-7-methoxy-2,2-dimethyl-2H-chromen-6-yl)-ethanone), C(C)C1=CC(OC2=CC(=C(C=C12)C(C)=O)OC)(C)C (1-(4-ethyl-7-methoxy-2,2-dimethyl-2H-chromen-6-yl)-ethanone). The solvent is C1CCOC1 (THF), C1CCOC1 (THF). Conditions: temperature -40 celsius, time 10 minute. Product: C(C)C1=CC(OC2=CC(=C(C=C12)/C(=C(\C(=O)OCC)/F)/C)OC)(C)C (Ethyl (2E)-3-(4-ethyl-7-methoxy-2,2-dimethyl-2H-chromen-6-yl)-2-fluoro-but-2-enoate). Reaction SMILES: C([Li])CCC.[CH3:6][CH2:7][O:8][C:9]([CH:11](P(OCC)(OCC)=O)[F:12])=[O:10].[CH2:21]([C:23]1[C:32]2[C:27](=[CH:28][C:29]([O:36][CH3:37])=[C:30]([C:33](=O)[CH3:34])[CH:31]=2)[O:26][C:25]([CH3:39])([CH3:38])[CH:24]=1)[CH3:22]>C1COCC1>[CH2:21]([C:23]1[C:32]2[C:27](=[CH:28][C:29]([O:36][CH3:37])=[C:30](/[C:33](/[CH3:34])=[C:11](/[F:12])\[C:9]([O:8][CH2:7][CH3:6])=[O:10])[CH:31]=2)[O:26][C:25]([CH3:39])([CH3:38])[CH:24]=1)[CH3:22]. Procedure: To a solution of n-butyllithium (2.5 M in hexanes, 1.3 mL, 3.28 mmol) in THF (5 mL) at 0° C. was slowly added triethyl-2-fluoro-2-phosphonoacetate (700 mg, 2.89 mmol). The solution was stirred for 10 min at −40° C. The mixture was cooled to −78° C., and a solution of 1-(4-ethyl-7-methoxy-2,2-dimethyl-2H-chromen-6-yl)-ethanone (Compound 53, 222 mg, 0.97 mmol) in THF (5 mL) was added by cannula. After stirring at 0° C. for 4 h, the reaction mixture was quenched with water. The product was extracte... Starting materials: CC(C)C1=C(C(=CC=C1)C(C)C)N2CC[N+](=C2)C3=C(C=CC=C3C(C)C)C(C)C.[Cl-] (N,N′-(2,6-diisopropylphenyl)dihydroimidazolium chloride), C[Si](N[Si](C)(C)C)(C)C (Hexamethyldisilazane), BrC=1C=CC2=C(C(C=3SC=CC3CO2)=C2CCN(CC2)C)C1 (4-(6-bromo-10H-9-oxa-3-thiabenzo[f]azulen-4-ylidene)-1-methylpiperidine), C(CCC)[Li].CCCCCC (butyllithium hexane), C(CC)(=O)OC(C)(C)C (t-butyl propionate), Cl.O1CCOCC1 (hydrogen chloride dioxane). The reagents and catalysts are C=1C=CC(=CC1)/C=C/C(=O)/C=C/C2=CC=CC=C2.C=1C=CC(=CC1)/C=C/C(=O)/C=C/C2=CC=CC=C2.[Pd] (Pd(dba)2). Run in O (water), C1(=CC=CC=C1)C (toluene). Reaction conditions: time 30 minute. Product: Cl.CN1CCC(CC1)=C1C=2SC=CC2COC2=C1C=C(C=C2)C(C(=O)O)C (2-[4-(1-Methylpiperidin-4-ylidene)-4,10-dihydro-9-oxa-3-thiabenzo[f]azulen-6-yl]propionic acid hydrochloride). Isolated yield 461.9%. As a reaction SMILES: C[Si](C)(C)N[Si](C)(C)C.C([Li])CCC.CCCCCC.[C:21]([O:25]C(C)(C)C)(=[O:24])[CH2:22][CH3:23].CC(C1C=CC=C(C(C)C)C=1N1C=[N+](C2C(C(C)C)=CC=CC=2C(C)C)CC1)C.[Cl-:59].Br[C:61]1[CH:62]=[CH:63][C:64]2[O:73][CH2:72][C:71]3[CH:70]=[CH:69][S:68][C:67]=3[C:66](=[C:74]3[CH2:79][CH2:78][N:77]([CH3:80])[CH2:76][CH2:75]3)[C:65]=2[CH:81]=1.Cl.O1CCOCC1>C1C=CC(/C=C/C(/C=C/C2C=CC=CC=2)=O)=CC=1.C1C=CC(/C=C/C(/C=C/C2C=CC=CC=2)=O)=CC=1.[Pd].O.C1(C)C=CC=CC=1>[ClH:59].[CH3:80][N:77]1[CH2:78][CH2:79][C:74](=[C:66]2[C:65]3[CH:81]=[C:61]([CH:22]([CH3:23])[C:21]([OH:25])=[O:24])[CH:62]=[CH:63][C:64]=3[O:73][CH2:72][C:71]3[CH:70]=[CH:69][S:68][C:67]2=3)[CH2:75][CH2:76]1 |f:1.2,4.5,7.8,9.10.11,14.15|. Reported procedure: Hexamethyldisilazane (5.0 mL, 31.2 mmol) was ice-cooled in an argon atmosphere, and a 1.6 mol/L butyllithium-hexane solution (19.5 mL, 31.2 mmol) was added dropwise thereto. After stirring the mixture for 30 minutes, t-butyl propionate (2.1 g, 16.1 mmol) was added dropwise to the solution, and stirred for 30 minutes. Further, Pd(dba)2 (0.45 g, 0.8 mmol) and N,N′-(2,6-diisopropylphenyl)dihydroimidazolium chloride (0.34 g, 0.8 mmol) were added thereto, the mixture was stirred for 10 minutes, and a... The reactants are CCOC(c1ccc(Br)cc1)P(=O)(OCC)OCC, [Li]CCCC, Cn1cncc1C=O, CCCCCC, Cl, [Na+], [Na+], O=C([O-])[O-], C1CCOC1, O. Product: Cn1cncc1CC(=O)c1ccc(Br)cc1. RXN SMILES: [Br:6][c:7]1[cH:8][cH:9][c:10]([CH:13]([O:14][CH2:23][CH3:24])[P:15](=[O:16])([O:17][CH2:18][CH3:19])[O:20][CH2:21][CH3:22])[cH:11][cH:12]1.[CH2:1]([Li:2])[CH2:3][CH2:4][CH3:5].[CH3:25][n:26]1[cH:27][n:28][cH:29][c:30]1[CH:31]=[O:32].[CH3:40][CH2:41][CH2:42][CH2:43][CH2:44][CH3:45].[ClH:33].[Na+:34].[Na+:35].[O-:36][C:37](=[O:38])[O-:39].[O:46]1[CH2:47][CH2:48][CH2:49][CH2:50]1.[OH2:51]>>[Br:6][c:7]1[cH:8][cH:9][c:10]([C:13](=[O:14])[CH2:31][c:30]2[n:26]([CH3:25])[cH:27][n:28][cH:29]2)[cH:11][cH:12]1.